Dataset: the Open Reaction Database (ORD), a public repository of structured organic reaction records. Task: describe an organic reaction: reactants, conditions, products, and yield Reactants: NC1=C(C(=NC2=CC=CC(=C12)OCC(C(=O)O)(C)C)C)C(=O)OCC (3-((4-amino-3-(ethoxycarbonyl)-2-methylquinolin-5-yl)oxy)-2,2-dimethylpropanoic acid), C(C(C)C)N (isobutylamine). The product is NC1=C(C(=NC2=CC=CC(=C12)OCC(C(=O)NCC(C)C)(C)C)C)C(=O)OCC (ethyl 4-amino-5-(3-(isobutylamino)-2,2-dimethyl-3-oxopropoxy)-2-methylquinoline-3-carboxylate). RXN SMILES: [NH2:1][C:2]1[C:11]2[C:6](=[CH:7][CH:8]=[CH:9][C:10]=2[O:12][CH2:13][C:14]([CH3:19])([CH3:18])[C:15]([OH:17])=O)[N:5]=[C:4]([CH3:20])[C:3]=1[C:21]([O:23][CH2:24][CH3:25])=[O:22].[CH2:26]([NH2:30])[CH:27]([CH3:29])[CH3:28]>>[NH2:1][C:2]1[C:11]2[C:6](=[CH:7][CH:8]=[CH:9][C:10]=2[O:12][CH2:13][C:14]([CH3:18])([CH3:19])[C:15]([NH:30][CH2:26][CH:27]([CH3:29])[CH3:28])=[O:17])[N:5]=[C:4]([CH3:20])[C:3]=1[C:21]([O:23][CH2:24][CH3:25])=[O:22]. Procedure details: Prepared as in Example 24a from 3-((4-amino-3-(ethoxycarbonyl)-2-methylquinolin-5-yl)oxy)-2,2-dimethylpropanoic acid (Example 47b) and isobutylamine as an off-white solid (82%). MS 402 (MH+). Starting materials: ClCCl (dichloromethane), FC=1C=C(C=CC1C(=O)OC)C1=C(C=C(C=C1)C)OC (methyl 3-fluoro-2′-methoxy-4′-methylbiphenyl-4-carboxylate), ClCCl (dichloromethane), B(Br)(Br)Br (boron tribromide). Solvent: O (water). Run at time 8 hour. Product: FC=1C=C(C=CC1C(=O)OC)C1=C(C=C(C=C1)C)O (methyl 3-fluoro-2′-hydroxy-4′-methylbiphenyl-4-carboxylate). The yield is 15.9%. Reaction SMILES: ClCCl.[F:4][C:5]1[CH:6]=[C:7]([C:15]2[CH:20]=[CH:19][C:18]([CH3:21])=[CH:17][C:16]=2[O:22]C)[CH:8]=[CH:9][C:10]=1[C:11]([O:13][CH3:14])=[O:12].B(Br)(Br)Br>O>[F:4][C:5]1[CH:6]=[C:7]([C:15]2[CH:20]=[CH:19][C:18]([CH3:21])=[CH:17][C:16]=2[OH:22])[CH:8]=[CH:9][C:10]=1[C:11]([O:13][CH3:14])=[O:12]. Procedure details: Under ice cooling, to a dichloromethane solution (10.0 ml) of methyl 3-fluoro-2′-methoxy-4′-methylbiphenyl-4-carboxylate (910 mg) was added a dichloromethane solution (1 M, 9.95 ml) of boron tribromide, followed by stirring at room temperature overnight. The reaction solution was poured into water, and extracted with dichloromethane. The organic layer was dried over anhydrous sodium sulfate, and concentrated under reduced pressure. To the resulting residue were added methanol (30.0 ml) and ethyl... Run in C(Cl)Cl (methylene chloride). Run at temperature 140 celsius, time 48 hour. Yields the product N1(C=NC2=C1C=CC=C2)C2=C1N=CNC1=NC(=N2)NC2=CC=CC=C2 (6-(1H-benzimidazol-1-yl)-N-phenyl-9H-purin-2-amine). The reactants are N1(C=NC2=C1C=CC=C2)C2=C1N=CNC1=NC(=N2)Cl (6-(1H-benzimidazol-1-yl)-2-chloro-9H-purine), NC1=CC=CC=C1 (aniline). As a reaction SMILES: [N:1]1([C:10]2[N:18]=[C:17](Cl)[N:16]=[C:15]3[C:11]=2[N:12]=[CH:13][NH:14]3)[C:5]2[CH:6]=[CH:7][CH:8]=[CH:9][C:4]=2[N:3]=[CH:2]1.[NH2:20][C:21]1[CH:26]=[CH:25][CH:24]=[CH:23][CH:22]=1>C(Cl)Cl>[N:1]1([C:10]2[N:18]=[C:17]([NH:20][C:21]3[CH:26]=[CH:25][CH:24]=[CH:23][CH:22]=3)[N:16]=[C:15]3[C:11]=2[N:12]=[CH:13][NH:14]3)[C:5]2[CH:6]=[CH:7][CH:8]=[CH:9][C:4]=2[N:3]=[CH:2]1. Procedure: 300 mg of product obtained in stage 1 above are mixed with 0.52 ml of aniline and the mixture is then heated at 140° C. for approximately 72 hours. The mixture is allowed to return to ambient temperature for 48 hours. A paste is formed in methylene chloride and partial drying is carried out. 48 mg of expected product are obtained. Reactants: C([O-])([O-])=O.[K+].[K+] (potassium carbonate), OCC=1C=NC=CC=2C1N=C1C=CC=CC21 (5-hydroxymethylazepino[4,5-b]indole), C(C)(C)N(CC)C(C)C (diisopropylethylamine), Cl.ClCCN(C)C (1-chloro-2-dimethylaminoethane hydrochloride). Run in C(Cl)(Cl)Cl (chloroform), O (water). The product is CN(C)CCN1CC(C=2NC=3C=CC=CC3C2CC1)CO (1,2,3,4,5,6-hexahydro-3-dimethylaminoethyl-5-hydroxymethylazepino[4,5-b]indole). Isolated yield 87.0%. RXN SMILES: [OH:1][CH2:2][C:3]1[CH:4]=[N:5][CH:6]=[CH:7][C:8]2[C:9]=1[N:10]=[C:11]1[C:16]=2[CH:15]=[CH:14][CH:13]=[CH:12]1.[CH:17]([N:20]([CH:23](C)C)[CH2:21]C)(C)[CH3:18].Cl.ClCCN(C)C.C(=O)([O-])[O-].[K+].[K+]>C(Cl)(Cl)Cl.O>[CH3:21][N:20]([CH2:17][CH2:18][N:5]1[CH2:6][CH2:7][C:8]2[C:16]3[CH:15]=[CH:14][CH:13]=[CH:12][C:11]=3[NH:10][C:9]=2[CH:3]([CH2:2][OH:1])[CH2:4]1)[CH3:23] |f:2.3,4.5.6|. Procedure: A solution of 7 g (0.0324 mol) of 5-hydroxymethylazepino[4,5-b]indole, of 10.04 g (0.0777 mol) of diisopropylethylamine, and of 5.6 g (0.0388 mol) of 1-chloro-2-dimethylaminoethane hydrochloride in 150 ml of chloroform is heated under reflux for 15 hours. The reaction mixture is then drowned in water and alkalified with a saturated aqueous solution of potassium carbonate. The organic phase is separated off and the aqueous phase is again extracted twice with 100 ml portions of chloroform. The org... Starting materials: C(C=C)C1C2(OC2CCC1(Cl)Cl)Cl (2allyl,1,3,3-trichloro-7-oxabicyclo[4.1.0]heptane), N1=CC=CC=C1 (pyridine), Cl (HCl). Yields the product C(C=C)C1(C(CCCC1(Cl)Cl)=O)Cl (2-allyl-2,3,3,trichlorocyclohexanone). As a reaction SMILES: [CH2:1]([CH:4]1[C:10]([Cl:12])([Cl:11])[CH2:9][CH2:8][CH:7]2[C:5]1(Cl)[O:6]2)[CH:2]=[CH2:3].N1C=CC=CC=1.[ClH:20]>>[CH2:1]([C:4]1([Cl:20])[C:10]([Cl:12])([Cl:11])[CH2:9][CH2:8][CH2:7][C:5]1=[O:6])[CH:2]=[CH2:3]. Procedure details: 1.60 g (6.62 mmol) of epoxide 2j and 2 cm3 (25 mmol) of pyridine were heated to reflux for 24 h. After cooling, the mixture was acidified to pH=1 with 3N HCl, extracted with ether (3×30 cm3), dried over MgSO4, filtered and evaporated down. The crude product was purified by flash chromatography on silica (eluent: ether/petroleum ether=1/99). The following were isolated (in the order of elution): starting epoxide 2j, 0.40 g of transposition ketone 6a (Yld=40%), traces of 2-allyl-2,3-dichloro-3-cyc... Reactants: C(C)(C)(C)OOC(CC(=O)OCC)(C)OOC(C)(C)C (ethyl 3,3-di-(t-butylperoxy)-butanoate), NN (hydrazine), CC(C)O (IPA), C(C)(C)(C)OOC(CC(=O)OCC)(C)OOC(C)(C)C (ethyl 3,3-di-(t-butylperoxy)butanoate), NN (hydrazine), O (water). Solvent: CCCCC (pentane). Run at temperature 0 celsius, time 20 hour. The product is C(C)(C)(C)OOC(CC(=O)NN)(C)OOC(C)(C)C (3,3-Di-(t-butylperoxy)butanohydrazide). Isolated yield 81.0%. Reaction SMILES: [C:1]([O:5][O:6][C:7]([O:15][O:16][C:17]([CH3:20])([CH3:19])[CH3:18])([CH3:14])[CH2:8][C:9](OCC)=[O:10])([CH3:4])([CH3:3])[CH3:2].[NH2:21][NH2:22].CC(O)C.O>CCCCC>[C:1]([O:5][O:6][C:7]([O:15][O:16][C:17]([CH3:20])([CH3:19])[CH3:18])([CH3:14])[CH2:8][C:9]([NH:21][NH2:22])=[O:10])([CH3:4])([CH3:3])[CH3:2]. Reported procedure: 3,3-Di-(t-butylperoxy)butanohydrazide was prepared by reacting ethyl 3,3-di-(t-butylperoxy)-butanoate with 9 molar excess of 54% aqueous hydrazine. A 3-neck flask equipped with a magnetic stirrer, a thermometer and an addition funnel was charged with 100 mL of IPA, 14.6 g (0.05 mole) of 100% ethyl 3,3-di-(t-butylperoxy)butanoate and 30 g (about 0.50 mole) of 54% aqueous hydrazine at 25° C. The solution was stirred for about 20 hours at 20°-22° C., then the reaction mass was poured into 1000 mL o... Starting materials: ester, FC(C(=O)[O-])=CCC(=CCCCCC=CCCCCC)F (2,5-DIFLUOROHEPTADECA-2,5,11-TRIENE OATE), CC(C)C[AlH]CC(C)C (DIBAL), solution. Run in CCOCC (ether), CCCCCC (hexane), CCOCC (ether). Run at temperature -78 celsius, time 30 minute. The product is FC(CO)=CCC(=CCCCCC=CCCCCC)F (2,5-DIFLUOROHEPTADECA-2,5-11-TRIENE-OL). The yield is 97.6%. Reaction SMILES: [F:1][C:2](=[CH:6][CH2:7][C:8]([F:21])=[CH:9][CH2:10][CH2:11][CH2:12][CH2:13][CH:14]=[CH:15][CH2:16][CH2:17][CH2:18][CH2:19][CH3:20])[C:3]([O-])=[O:4].CC(C[AlH]CC(C)C)C>CCOCC.CCCCCC>[F:1][C:2](=[CH:6][CH2:7][C:8]([F:21])=[CH:9][CH2:10][CH2:11][CH2:12][CH2:13][CH:14]=[CH:15][CH2:16][CH2:17][CH2:18][CH2:19][CH3:20])[CH2:3][OH:4]. Procedure: The ester prepared in 1F (0.39 g, 1.18 mmoles) in anhydrous ether 5 ml was added at -78° C. to a mixture of DIBAL, 1M solution in hexane, (2.5 mL) and ether (20 ml). The mixture was stirred 30 min. at -78° C., the overnight at room temperature. The excess of DIBAL was destroyed with methanol (2 ml) and the aluminum salts were precipitated with an aqueous saturated solution of ammonium chloride. The mixture was filtrated and the precipitate washed with ethyl acetate. The solvents were evaporated ... The reactants are BrC=1C=CC(=NC1)C=O (5-bromo picolinaldehyde), C(N)(=O)C1=CC=C(C=C1)B(O)O ((4-carbamoylphenyl)boronic acid), C([O-])([O-])=O.[Na+].[Na+] (sodium carbonate). The reagents and catalysts are C=1C=CC(=CC1)[P](C=2C=CC=CC2)(C=3C=CC=CC3)[Pd]([P](C=4C=CC=CC4)(C=5C=CC=CC5)C=6C=CC=CC6)([P](C=7C=CC=CC7)(C=8C=CC=CC8)C=9C=CC=CC9)[P](C=1C=CC=CC1)(C=1C=CC=CC1)C=1C=CC=CC1 (Pd(PPh3)4). Run in C1(=CC=CC=C1)C (toluene), C(C)O (ethanol), C(C)(=O)OCC (ethyl acetate). Reaction conditions: temperature 77.5 celsius. Product: C(=O)C1=CC=C(C=N1)C1=CC=C(C(=O)N)C=C1 (4-(6-formylpyridin-3-yl)benzamide). Yield: 62.3%. As a reaction SMILES: Br[C:2]1[CH:3]=[CH:4][C:5]([CH:8]=[O:9])=[N:6][CH:7]=1.[C:10]([C:13]1[CH:18]=[CH:17][C:16](B(O)O)=[CH:15][CH:14]=1)(=[O:12])[NH2:11].C(=O)([O-])[O-].[Na+].[Na+]>C1(C)C=CC=CC=1.C(O)C.C(OCC)(=O)C.C1C=CC([P]([Pd]([P](C2C=CC=CC=2)(C2C=CC=CC=2)C2C=CC=CC=2)([P](C2C=CC=CC=2)(C2C=CC=CC=2)C2C=CC=CC=2)[P](C2C=CC=CC=2)(C2C=CC=CC=2)C2C=CC=CC=2)(C2C=CC=CC=2)C2C=CC=CC=2)=CC=1>[CH:8]([C:5]1[N:6]=[CH:7][C:2]([C:16]2[CH:17]=[CH:18][C:13]([C:10]([NH2:11])=[O:12])=[CH:14][CH:15]=2)=[CH:3][CH:4]=1)=[O:9] |f:2.3.4,^1:47,49,68,87|. Procedure details: To a solution of 5-bromo picolinaldehyde (0.7 g, 3.76 mmol) in toluene (100 mL) and ethanol (75 mL) was added (4-carbamoylphenyl)boronic acid (1.24 g, 7.52 mmol), 2M sodium carbonate (2.8 g, 26.32 mmol, 6 mL water), Pd(PPh3)4 (0.217 g, 0.188 mmol) under argon. The resulting mixture was heated at 75-80° C., for 6 h. The contents were cooled to room temperature, diluted with ethyl acetate (150 mL) and washed with bicarbonate solution (2×100 mL) and brine solution (2×100 mL). The organic layer was ... Reactants: C(C)N1C(=C(C2=CC=C(C=C12)OC)C#N)C1=CC=C(C=C1)O (1-ethyl-2-(4-hydroxyphenyl)-6-methoxy-1H-indole-3-carbonitrile), ClC(=O)OC1=CC=C(C=C1)[N+](=O)[O-] (p-nitrophenyl chloroformate), O (water), C(C)(C)NC (N-isopropylmethylamine). Solvent: CCN(CC)CC (Et3N), C(Cl)Cl (CH2Cl2), C(C)(=O)OCC (ethyl acetate). Reaction conditions: time 1 hour. Yields the product C(#N)C1=C(N(C2=CC(=CC=C12)OC)CC)C1=CC=C(C=C1)OC(N(C)C(C)C)=O (isopropyl-methyl-carbamic acid 4-(3-cyano-1-ethyl-6-methoxy-1H-indol-2-yl)-phenyl ester). The yield is 70.0%. Reaction SMILES: [CH2:1]([N:3]1[C:11]2[C:6](=[CH:7][CH:8]=[C:9]([O:12][CH3:13])[CH:10]=2)[C:5]([C:14]#[N:15])=[C:4]1C1C=CC(O)=CC=1)[CH3:2].Cl[C:24]([O:26][C:27]1[CH:32]=[CH:31][C:30]([N+]([O-])=O)=[CH:29][CH:28]=1)=[O:25].[CH:36]([NH:39][CH3:40])([CH3:38])[CH3:37].O>CCN(CC)CC.C(Cl)Cl.C(OCC)(=O)C>[C:14]([C:5]1[C:6]2[C:11](=[CH:10][C:9]([O:12][CH3:13])=[CH:8][CH:7]=2)[N:3]([CH2:1][CH3:2])[C:4]=1[C:30]1[CH:31]=[CH:32][C:27]([O:26][C:24](=[O:25])[N:39]([CH:36]([CH3:38])[CH3:37])[CH3:40])=[CH:28][CH:29]=1)#[N:15]. Reported procedure: To a solution of 1-ethyl-2-(4-hydroxyphenyl)-6-methoxy-1H-indole-3-carbonitrile (58 mg, 0.2 mmol) in 4 mL of Et3N and CH2Cl2 (1/1) is added p-nitrophenyl chloroformate (100 mg, 0.5 mmol) at room temperature. After the mixture is stirred for about 1 h, N-isopropylmethylamine (0.062 mL, 0.6 mmol) is added. The mixture is stirred for 3 h and then water and ethyl acetate are added to the reaction mixture. The organic layer is separated, washed with aqueous HCl (1N) and brine, dried over anhydrous Na... The reactants are CCCCP(CCCC)CCCC, COc1cc(CO)ccc1OCc1sc(-c2ccccc2)nc1C, O=C(N=NC(=O)N1CCCCC1)N1CCCCC1, C1CCOC1, O=Cc1cn(-c2ccccc2)nc1O. Yields the product COc1cc(COc2nn(-c3ccccc3)cc2C=O)ccc1OCc1sc(-c2ccccc2)nc1C. RXN SMILES: [CH2:39]([P:40]([CH2:41][CH2:42][CH2:43][CH3:44])[CH2:45][CH2:46][CH2:47][CH3:48])[CH2:49][CH2:50][CH3:51].[CH3:1][O:2][c:3]1[cH:4][c:5]([CH2:23][OH:24])[cH:6][cH:7][c:8]1[O:9][CH2:10][c:11]1[c:12]([CH3:22])[n:13][c:14](-[c:16]2[cH:17][cH:18][cH:19][cH:20][cH:21]2)[s:15]1.[N:52]([C:53]([N:54]1[CH2:55][CH2:56][CH2:57][CH2:58][CH2:59]1)=[O:60])=[N:61][C:62]([N:63]1[CH2:64][CH2:65][CH2:66][CH2:67][CH2:68]1)=[O:69].[O:70]1[CH2:71][CH2:72][CH2:73][CH2:74]1.[OH:25][c:26]1[n:27][n:28](-[c:33]2[cH:34][cH:35][cH:36][cH:37][cH:38]2)[cH:29][c:30]1[CH:31]=[O:32]>>[CH3:1][O:2][c:3]1[cH:4][c:5]([CH2:23][O:24][c:26]2[n:27][n:28](-[c:33]3[cH:34][cH:35][cH:36][cH:37][cH:38]3)[cH:29][c:30]2[CH:31]=[O:32])[cH:6][cH:7][c:8]1[O:9][CH2:10][c:11]1[c:12]([CH3:22])[n:13][c:14](-[c:16]2[cH:17][cH:18][cH:19][cH:20][cH:21]2)[s:15]1.